This data is from the Open Reaction Database (ORD), a public repository of structured organic reaction records. The task is: describe an organic reaction: reactants, conditions, products, and yield The reactants are C(C)(C)(C)C1=CC(=NN1)NC(CC)=O (5-t-butyl-3-propionylaminopyrazole), S(=O)(=O)(Cl)Cl (sulfuryl chloride). Run in C(Cl)(Cl)Cl (chloroform). Yields the product C(C)(C)(C)C1=C(C(=NN1)NC(CC)=O)Cl (5-t-butyl-4-chloro-3-propionylaminopyrazole). As a reaction SMILES: [C:1]([C:5]1[NH:9][N:8]=[C:7]([NH:10][C:11](=[O:14])[CH2:12][CH3:13])[CH:6]=1)([CH3:4])([CH3:3])[CH3:2].S(Cl)([Cl:18])(=O)=O>C(Cl)(Cl)Cl>[C:1]([C:5]1[NH:9][N:8]=[C:7]([NH:10][C:11](=[O:14])[CH2:12][CH3:13])[C:6]=1[Cl:18])([CH3:4])([CH3:3])[CH3:2]. Procedure: 5.8 g (0.03 mole) of 5-t-butyl-3-propionylaminopyrazole prepared in Example 5 was dispersed in 30 ml of chloroform, and the dispersion was stirred while adding dropwise thereto sulfuryl chloride. The mixture was further heated under reflux conditions for one hour, and the solvent was distilled off. To the residue was added a sodium bicarbonate aqueous solution whereby crystals were precipitated. The crystals were collected by filtration, washed with water and then dried to obtain 3.9 g of 5-t-bu... The reactants are Cc1ccccc1, CCOC(C)=O, CC1CN(C(=O)c2ccccc2)CCN1c1nnc(Cl)c2ccccc12, [Na+], [Na+], O=C([O-])[O-], OCc1ccc(B(O)O)cc1, c1ccc(P(c2ccccc2)(c2ccccc2)[Pd](P(c2ccccc2)(c2ccccc2)c2ccccc2)(P(c2ccccc2)(c2ccccc2)c2ccccc2)P(c2ccccc2)(c2ccccc2)c2ccccc2)cc1. Product: CC1CN(C(=O)c2ccccc2)CCN1c1nnc(-c2ccc(CO)cc2)c2ccccc12. Reaction SMILES: [CH3:44][c:45]1[cH:46][cH:47][cH:48][cH:49][cH:50]1.[CH3:51][CH2:52][O:53][C:54](=[O:55])[CH3:56].[Cl:1][c:2]1[n:3][n:4][c:5]([N:12]2[CH:13]([CH3:26])[CH2:14][N:15]([C:18](=[O:19])[c:20]3[cH:21][cH:22][cH:23][cH:24][cH:25]3)[CH2:16][CH2:17]2)[c:6]2[cH:7][cH:8][cH:9][cH:10][c:11]12.[Na+:38].[Na+:39].[O-:40][C:41](=[O:42])[O-:43].[OH:27][CH2:28][c:29]1[cH:30][cH:31][c:32]([B:35]([OH:36])[OH:37])[cH:33][cH:34]1.[cH:57]1[cH:58][cH:59][c:60]([P:61]([Pd:62]([P:63]([c:64]2[cH:65][cH:66][cH:67][cH:68][cH:69]2)([c:70]2[cH:71][cH:72][cH:73][cH:74][cH:75]2)[c:76]2[cH:77][cH:78][cH:79][cH:80][cH:81]2)([P:82]([c:83]2[cH:84][cH:85][cH:86][cH:87][cH:88]2)([c:89]2[cH:90][cH:91][cH:92][cH:93][cH:94]2)[c:95]2[cH:96][cH:97][cH:98][cH:99][cH:100]2)[P:101]([c:102]2[cH:103][cH:104][cH:105][cH:106][cH:107]2)([c:108]2[cH:109][cH:110][cH:111][cH:112][cH:113]2)[c:114]2[cH:115][cH:116][cH:117][cH:118][cH:119]2)([c:120]2[cH:121][cH:122][cH:123][cH:124][cH:125]2)[c:126]2[cH:127][cH:128][cH:129][cH:130][cH:131]2)[cH:132][cH:133]1>>[c:2]1(-[c:32]2[cH:31][cH:30][c:29]([CH2:28][OH:27])[cH:34][cH:33]2)[n:3][n:4][c:5]([N:12]2[CH:13]([CH3:26])[CH2:14][N:15]([C:18](=[O:19])[c:20]3[cH:21][cH:22][cH:23][cH:24][cH:25]3)[CH2:16][CH2:17]2)[c:6]2[cH:7][cH:8][cH:9][cH:10][c:11]12.